Dataset: the Open Reaction Database (ORD), a public repository of structured organic reaction records. Task: describe an organic reaction: reactants, conditions, products, and yield The reactants are C(C)(=O)N1CC(CCC1)(C=O)CC1=CC=C(C=C1)C (1-acetyl-3-(4-methylbenzyl)piperidine-3-carbaldehyde), C([O-])([O-])=O.[K+].[K+] (Potassium carbonate), C[Si](C)(C)[N-][Si](C)(C)C.[Li+] (lithium bis(trimethylsilyl)amide), [Cl-].COC[P+](C1=CC=CC=C1)(C1=CC=CC=C1)C1=CC=CC=C1 (methoxy methyltriphenyl phosphonium chloride). Solvent: Cl (HCl), C1CCOC1 (THF), C1CCOC1 (THF), C1CCOC1 (THF). Reaction conditions: time 15 minute. The product is C(C)(=O)N1CC(CCC1)(CC1=CC=C(C=C1)C)CC=O ([1-acetyl-3-(4-methylbenzyl)piperidin-3-yl]acetaldehyde). The yield is 82.7%. As a reaction SMILES: C[Si]([N-][Si](C)(C)C)(C)C.[Li+].[Cl-].[CH3:12][O:13]C[P+](C1C=CC=CC=1)(C1C=CC=CC=1)C1C=CC=CC=1.[C:34]([N:37]1[CH2:42][CH2:41][CH2:40][C:39]([CH2:45][C:46]2[CH:51]=[CH:50][C:49]([CH3:52])=[CH:48][CH:47]=2)([CH:43]=O)[CH2:38]1)(=[O:36])[CH3:35].C(=O)([O-])[O-].[K+].[K+]>C1COCC1.Cl>[C:34]([N:37]1[CH2:42][CH2:41][CH2:40][C:39]([CH2:43][CH:12]=[O:13])([CH2:45][C:46]2[CH:51]=[CH:50][C:49]([CH3:52])=[CH:48][CH:47]=2)[CH2:38]1)(=[O:36])[CH3:35] |f:0.1,2.3,5.6.7|. Procedure details: Under an atmosphere of N2, lithium bis(trimethylsilyl)amide solution (10.6 ml, 10.6 mmol, 1.0M in THF) was added dropwise to a solution of methoxy methyltriphenyl phosphonium chloride (3.64 g, 10.6 mmol) in 15 ml THF at 0° C. After 15 min, this solution was added to a solution of the product of STEP 5 (1.95 g, 7.08 mmol) in 15 ml THF at 0° C. The reaction was stirred for 1 h and quenched with H2O. The aqueous layer was extracted with dichloromethane. The combined organic layers were washed with ... The reactants are O=C([O-])O, ClCCl, O=C1CC(Cl)(CCl)O1, Nc1ccccc1, [Na+]. The product is O=C(CCl)CC(=O)Nc1ccccc1. Reaction SMILES: [C:19](=[O:20])([OH:21])[O-:22].[CH2:16]([Cl:17])[Cl:18].[Cl:1][C:2]1([CH2:7][Cl:8])[CH2:3][C:4](=[O:6])[O:5]1.[NH2:9][c:10]1[cH:11][cH:12][cH:13][cH:14][cH:15]1.[Na+:23]>>[C:2]([CH2:3][C:4](=[O:6])[NH:9][c:10]1[cH:11][cH:12][cH:13][cH:14][cH:15]1)(=[O:5])[CH2:7][Cl:8].